From a dataset of the Open Reaction Database (ORD), a public repository of structured organic reaction records. describe an organic reaction: reactants, conditions, products, and yield The reactants are BrC1=CC2=C(OCC3=C(C2C(=O)O)C=CC=C3)C=C1 (2-Bromo-6,11-dihydrodibenz[b,e]oxepin-11-carboxylic acid), BrC1=CC2=C(OCC3=C(C2C(=O)O)C=CC=C3)C=C1 (2-Bromo-6,11-dihydrodibenz[b,e]oxepin-11-carboxylic acid), C(C)(C)C1=C(N)C(=CC(=C1)SC)C(C)C (2,6-diisopropyl-4-methylthioaniline). Product: BrC1=CC2=C(OCC3=C(C2C(=O)NC2=C(C=C(C=C2C(C)C)SC)C(C)C)C=CC=C3)C=C1 (2-Bromo-6,11-dihydro-N-(2,6-diisopropyl-4-methylthiophenyl)dibenz[b,e]oxepin-11-carboxamide). The yield is 76.1%. Reaction SMILES: [Br:1][C:2]1[CH:19]=[CH:18][C:5]2[O:6][CH2:7][C:8]3[CH:17]=[CH:16][CH:15]=[CH:14][C:9]=3[CH:10]([C:11]([OH:13])=O)[C:4]=2[CH:3]=1.[CH:20]([C:23]1[CH:29]=[C:28]([S:30][CH3:31])[CH:27]=[C:26]([CH:32]([CH3:34])[CH3:33])[C:24]=1[NH2:25])([CH3:22])[CH3:21]>>[Br:1][C:2]1[CH:19]=[CH:18][C:5]2[O:6][CH2:7][C:8]3[CH:9]=[CH:14][CH:15]=[CH:16][C:17]=3[CH:10]([C:11]([NH:25][C:24]3[C:26]([CH:32]([CH3:34])[CH3:33])=[CH:27][C:28]([S:30][CH3:31])=[CH:29][C:23]=3[CH:20]([CH3:22])[CH3:21])=[O:13])[C:4]=2[CH:3]=1. Procedure: The similar procedures as in Example 1 were repeated except using 1.0 g of 2-bromo-6,11-dihydrodibenz[b,e]oxepin-11-carboxylic acid obtained in Example 46 (Compound H) in place of Compound A and 0.84 g of 2,6-diisopropyl-4-methylthioaniline in place of aniline to obtain 1.25 g of Compound 44. The reactants are 2-(1H-benzo[d][1,2,3]triazol-1-yl)-1,1,3,3-tetramethylisouronium tetrafluoroborate, FC=1C=C(C=C(C1)F)NC(C)C=1C=C(C=C2C(C=C(OC12)N1[C@H](COCC1)C)=O)C(=O)O (8-(1-(3,5-difluorophenylamino)ethyl)-2-((S)-3-methylmorpholino)-4-oxo-4H-chromene-6-carboxylic acid), CNC (dimethylamine), CN1CCOCC1 (4-methylmorpholine). Run in CN(C)C=O (DMF). Reaction conditions: time 1 hour. The product is FC=1C=C(C=C(C1)F)NC(C)C=1C=C(C=C2C(C=C(OC12)N1[C@H](COCC1)C)=O)C(=O)N(C)C (8-(1-(3,5-difluorophenylamino)ethyl)-N,N-dimethyl-2-((S)-3-methylmorpholino)-4-oxo-4H-chromene-6-carboxamide). The yield is 59.7%. RXN SMILES: [F:1][C:2]1[CH:3]=[C:4]([NH:9][CH:10]([C:12]2[CH:13]=[C:14]([C:30]([OH:32])=O)[CH:15]=[C:16]3[C:21]=2[O:20][C:19]([N:22]2[CH2:27][CH2:26][O:25][CH2:24][C@@H:23]2[CH3:28])=[CH:18][C:17]3=[O:29])[CH3:11])[CH:5]=[C:6]([F:8])[CH:7]=1.[CH3:33][NH:34][CH3:35].CN1CCOCC1>CN(C=O)C>[F:8][C:6]1[CH:5]=[C:4]([NH:9][CH:10]([C:12]2[CH:13]=[C:14]([C:30]([N:34]([CH3:35])[CH3:33])=[O:32])[CH:15]=[C:16]3[C:21]=2[O:20][C:19]([N:22]2[CH2:27][CH2:26][O:25][CH2:24][C@@H:23]2[CH3:28])=[CH:18][C:17]3=[O:29])[CH3:11])[CH:3]=[C:2]([F:1])[CH:7]=1. Procedure: 2-(1H-benzo[d][1,2,3]triazol-1-yl)-1,1,3,3-tetramethylisouronium tetrafluoroborate (55.6 mg, 0.17 mmol), was added in one portion to a stirred solution of 8-(1-(3,5-difluorophenylamino)ethyl)-2-((S)-3-methylmorpholino)-4-oxo-4H-chromene-6-carboxylic acid (70 mg, 0.16 mmol), dimethylamine (0.095 mL, 0.19 mmol) and 4-methylmorpholine (0.038 mL, 0.35 mmol) in DMF (1 mL). The resulting solution was stirred at RT for 1 hour. The reaction mixture was purified by preparative HPLC using a reverse-phase ...